From a dataset of the Open Reaction Database (ORD), a public repository of structured organic reaction records. describe an organic reaction: reactants, conditions, products, and yield The reactants are NC=1C=C(C=NC1)C(=O)C1=CN(C=2N=CN=CC21)C(CO[Si](C)(C)C(C)(C)C)(C)C ((5-aminopyridin-3-yl)[7-(2-{[tert-butyl(dimethyl)silyl]oxy}-1,1-dimethylethyl)-7H-pyrrolo[2,3-d]pyrimidin-5-yl]methanone), FC(C=1C=C(C=CC1)CC(=O)O)(F)F (3-trifluoromethylphenylacetic acid), CCN(C(C)C)C(C)C (DIPEA). Product: [Si](C)(C)(C(C)(C)C)OCC(C)(C)N1C=C(C2=C1N=CN=C2)C(=O)C=2C=C(C=NC2)NC(CC2=CC(=CC=C2)C(F)(F)F)=O (N-(5-{[7-(2-{[tert-butyl(dimethyl)silyl]oxy}-1,1-dimethylethyl)-7H-pyrrolo[2,3-d]pyrimidin-5-yl]carbonyl}pyridin-3-yl)-2-[3-(trifluoromethyl)phenyl]acetamide). As a reaction SMILES: [NH2:1][C:2]1[CH:3]=[C:4]([C:8]([C:10]2[C:18]3[CH:17]=[N:16][CH:15]=[N:14][C:13]=3[N:12]([C:19]([CH3:30])([CH3:29])[CH2:20][O:21][Si:22]([C:25]([CH3:28])([CH3:27])[CH3:26])([CH3:24])[CH3:23])[CH:11]=2)=[O:9])[CH:5]=[N:6][CH:7]=1.[F:31][C:32]([F:44])([F:43])[C:33]1[CH:34]=[C:35]([CH2:39][C:40](O)=[O:41])[CH:36]=[CH:37][CH:38]=1.CCN(C(C)C)C(C)C>>[Si:22]([O:21][CH2:20][C:19]([N:12]1[C:13]2[N:14]=[CH:15][N:16]=[CH:17][C:18]=2[C:10]([C:8]([C:4]2[CH:3]=[C:2]([NH:1][C:40](=[O:41])[CH2:39][C:35]3[CH:36]=[CH:37][CH:38]=[C:33]([C:32]([F:43])([F:31])[F:44])[CH:34]=3)[CH:7]=[N:6][CH:5]=2)=[O:9])=[CH:11]1)([CH3:30])[CH3:29])([C:25]([CH3:28])([CH3:27])[CH3:26])([CH3:23])[CH3:24]. Procedure details: Prepared according to the method described for Example 1 using (5-aminopyridin-3-yl)[7-(2-{[tert-butyl(dimethyl)silyl]oxy}-1,1-dimethylethyl)-7H-pyrrolo[2,3-d]pyrimidin-5-yl]methanone (Preparation 38), and 3-trifluoromethylphenylacetic acid with DIPEA. Reactants: CO, [H][H], OCC1=Cc2ncccc2OC1. Yields the product OCC1COc2cccnc2C1. Reaction SMILES: [CH3:15][OH:16].[H:13][H:14].[O:1]1[CH2:2][C:3]([CH2:11][OH:12])=[CH:4][c:5]2[n:6][cH:7][cH:8][cH:9][c:10]21>>[O:1]1[CH2:2][CH:3]([CH2:11][OH:12])[CH2:4][c:5]2[n:6][cH:7][cH:8][cH:9][c:10]21. The reactants are CC#CCOc1cc(C(=O)c2ccccc2)ncn1, CON, Cl, Cl, c1ccncc1. The product is CC#CCOc1cc(C(=NOC)c2ccccc2)ncn1. As a reaction SMILES: [CH2:1]([C:2]#[C:3][CH3:4])[O:5][c:6]1[cH:7][c:8]([C:12]([c:13]2[cH:14][cH:15][cH:16][cH:17][cH:18]2)=[O:19])[n:9][cH:10][n:11]1.[CH3:21][O:22][NH2:23].[ClH:20].[ClH:24].[cH:25]1[cH:26][cH:27][n:28][cH:29][cH:30]1>>[CH2:1]([C:2]#[C:3][CH3:4])[O:5][c:6]1[cH:7][c:8]([C:12]([c:13]2[cH:14][cH:15][cH:16][cH:17][cH:18]2)=[N:23][O:22][CH3:21])[n:9][cH:10][n:11]1. Starting materials: FC(C(=O)O)(F)F.C1(CCCC1)C(=O)N1CC(CC(C1)C1=CC=C(C=C1)CC)N (1-(Cyclopentylcarbonyl)-5-(4-ethylphenyl)piperidine-3-amine trifluoroacetate), ClC=1C=C(C=NC1)C(=O)O (5-chloropyridine-3-carboxylic acid). Yields the product ClC=1C=C(C=NC1)C(=O)NC1CN(CC(C1)C1=CC=C(C=C1)CC)C(=O)C1CCCC1 (5-Chloro-N-[1-(cyclopentylcarbonyl)-5-(4-ethylphenyl)piperidin-3-yl]pyridine-3-carboxamide). Reaction SMILES: FC(F)(F)C(O)=O.[CH:8]1([C:13]([N:15]2[CH2:20][CH:19]([C:21]3[CH:26]=[CH:25][C:24]([CH2:27][CH3:28])=[CH:23][CH:22]=3)[CH2:18][CH:17]([NH2:29])[CH2:16]2)=[O:14])[CH2:12][CH2:11][CH2:10][CH2:9]1.[Cl:30][C:31]1[CH:32]=[C:33]([C:37](O)=[O:38])[CH:34]=[N:35][CH:36]=1>>[Cl:30][C:31]1[CH:32]=[C:33]([C:37]([NH:29][CH:17]2[CH2:18][CH:19]([C:21]3[CH:22]=[CH:23][C:24]([CH2:27][CH3:28])=[CH:25][CH:26]=3)[CH2:20][N:15]([C:13]([CH:8]3[CH2:9][CH2:10][CH2:11][CH2:12]3)=[O:14])[CH2:16]2)=[O:38])[CH:34]=[N:35][CH:36]=1 |f:0.1|. Reported procedure: 65 mg (0.15 mmol) of 1-(cyclopentylcarbonyl)-5-(4-ethylphenyl)piperidine-3-amine trifluoroacetate (Example 8A) and 21 mg (0.13 mmol, 0.9 eq.) of 5-chloropyridine-3-carboxylic acid were reacted according to General Method 1. Yield: 39 mg (62% of theory) Reactants: CO, Oc1ccc2c(c1)CCCC(c1ccccc1)=C2c1ccc(OCCCCSCCCC(F)(F)C(F)(F)F)cc1, [O-][I+3]([O-])([O-])[O-], [Na+], O. The product is O=S(CCCCOc1ccc(C2=C(c3ccccc3)CCCc3cc(O)ccc32)cc1)CCCC(F)(F)C(F)(F)F. Reaction SMILES: [CH3:47][OH:48].[F:1][C:2]([CH2:3][CH2:4][CH2:5][S:6][CH2:7][CH2:8][CH2:9][CH2:10][O:11][c:12]1[cH:13][cH:14][c:15]([C:18]2=[C:19]([c:30]3[cH:31][cH:32][cH:33][cH:34][cH:35]3)[CH2:20][CH2:21][CH2:22][c:23]3[c:24]2[cH:25][cH:26][c:27]([OH:29])[cH:28]3)[cH:16][cH:17]1)([C:36]([F:37])([F:38])[F:39])[F:40].[I+3:41]([O-:42])([O-:43])([O-:44])[O-:45].[Na+:46].[OH2:49]>>[F:1][C:2]([CH2:3][CH2:4][CH2:5][S:6]([CH2:7][CH2:8][CH2:9][CH2:10][O:11][c:12]1[cH:13][cH:14][c:15]([C:18]2=[C:19]([c:30]3[cH:31][cH:32][cH:33][cH:34][cH:35]3)[CH2:20][CH2:21][CH2:22][c:23]3[c:24]2[cH:25][cH:26][c:27]([OH:29])[cH:28]3)[cH:16][cH:17]1)=[O:42])([C:36]([F:37])([F:38])[F:39])[F:40]. Starting materials: C1(=C(C=CC=C1)C1=C(C=NC=C1)N(C(C1=CC(=NC(=C1)C(F)(F)F)C(F)(F)F)=O)CC(F)(F)F)C (N-(4-o-Tolyl-pyridin-3-yl)-N-(2,2,2-trifluoro-ethyl)-2,6-bis-trifluoromethyl-isonicotinamide), C1(=C(C=CC=C1)C1=C(C=NC=C1)N(C(C1=CC(=NC(=C1)C(F)(F)F)C(F)(F)F)=O)CC(F)(F)F)C (N-(4-o-Tolyl-pyridin-3-yl)-N-(2,2,2-trifluoro-ethyl)-2,6-bis-trifluoromethyl-isonicotinamide), FC1=C(C=CC=C1)B(O)O (2-fluorophenylboronic acid). Run in CCCCCCC.CCOC(=O)C (n-heptane EtOAc). Yields the product FC1=C(C=CC=C1)C1=C(C=NC=C1)NCC(F)(F)F ([4-(2-Fluoro-phenyl)-pyridin-3-yl]-(2,2,2-trifluoro-ethyl)-amine). RXN SMILES: [C:1]1(C)[CH:6]=[CH:5][CH:4]=[CH:3][C:2]=1[C:7]1[CH:12]=[CH:11][N:10]=[CH:9][C:8]=1[N:13]([CH2:30][C:31]([F:34])([F:33])[F:32])C(=O)C1C=C(C(F)(F)F)N=C(C(F)(F)F)C=1.[F:36]C1C=CC=CC=1B(O)O>CCCCCCC.CCOC(C)=O>[F:36][C:1]1[CH:6]=[CH:5][CH:4]=[CH:3][C:2]=1[C:7]1[CH:12]=[CH:11][N:10]=[CH:9][C:8]=1[NH:13][CH2:30][C:31]([F:34])([F:33])[F:32] |f:2.3|. Procedure: The title compound was prepared from (4-iodo-pyridin-3-yl)-(2,2,2-trifluoro-ethyl)-amine (example 150, intermediate b) and 2-fluorophenylboronic acid (CAS RN 1193-03-9) and using a gradient of n-heptane:EtOAc (100:0 to 50:50) for the chromatographic purification. Light brown solid (85%). MS (ESI): m/z=271.09 [M+H]+. Starting materials: CCO, CO, COc1ccc([N+](=O)[O-])c(N)n1. The product is COc1ccc(N)c(N)n1. RXN SMILES: [CH2:13]([OH:14])[CH3:15].[CH3:16][OH:17].[NH2:1][c:2]1[n:3][c:4]([O:11][CH3:12])[cH:5][cH:6][c:7]1[N+:8]([O-:9])=[O:10]>>[NH2:1][c:2]1[n:3][c:4]([O:11][CH3:12])[cH:5][cH:6][c:7]1[NH2:8].